Dataset: the Open Reaction Database (ORD), a public repository of structured organic reaction records. Task: describe an organic reaction: reactants, conditions, products, and yield Reactants: COc1ccc(CNCc2ccnc3c2cc(-c2cn(C)c4cc(OC)c(OC)cc24)n3S(=O)(=O)c2ccc(C)cc2)c(OC)c1, ClCCl, O=C=Nc1ccc(OC(F)(F)F)cc1, O. Yields the product COc1ccc(CN(Cc2ccnc3c2cc(-c2cn(C)c4cc(OC)c(OC)cc24)n3S(=O)(=O)c2ccc(C)cc2)C(=O)Nc2ccc(OC(F)(F)F)cc2)c(OC)c1. As a reaction SMILES: [CH3:15][O:16][c:17]1[c:18]([CH2:19][NH:20][CH2:21][c:22]2[c:23]3[c:24]([n:25][cH:26][cH:27]2)[n:28]([S:45](=[O:46])(=[O:47])[c:48]2[cH:49][cH:50][c:51]([CH3:54])[cH:52][cH:53]2)[c:29](-[c:31]2[cH:32][n:33]([CH3:44])[c:34]4[cH:35][c:36]([O:42][CH3:43])[c:37]([O:40][CH3:41])[cH:38][c:39]24)[cH:30]3)[cH:55][cH:56][c:57]([O:59][CH3:60])[cH:58]1.[Cl:62][CH2:63][Cl:64].[F:1][C:2]([O:3][c:4]1[cH:5][cH:6][c:7]([N:10]=[C:11]=[O:12])[cH:8][cH:9]1)([F:13])[F:14].[OH2:61]>>[F:1][C:2]([O:3][c:4]1[cH:5][cH:6][c:7]([NH:10][C:11](=[O:12])[N:20]([CH2:19][c:18]2[c:17]([O:16][CH3:15])[cH:58][c:57]([O:59][CH3:60])[cH:56][cH:55]2)[CH2:21][c:22]2[c:23]3[c:24]([n:25][cH:26][cH:27]2)[n:28]([S:45](=[O:46])(=[O:47])[c:48]2[cH:49][cH:50][c:51]([CH3:54])[cH:52][cH:53]2)[c:29](-[c:31]2[cH:32][n:33]([CH3:44])[c:34]4[cH:35][c:36]([O:42][CH3:43])[c:37]([O:40][CH3:41])[cH:38][c:39]24)[cH:30]3)[cH:8][cH:9]1)([F:13])[F:14]. Starting materials: solid, Cl.Cl.Cl.O1CCC=2C(=NC=CC21)N2CCN(CC2)CC[C@@H]2CC[C@H](CC2)N (trans-4-{2-[4-(2,3-dihydrofuro[3,2-c]pyridin-4-yl)-piperazin-1-yl]-ethyl}-cyclohexanamine trihydrochloride), Cl.Cl.Cl.O1CCC=2C(=NC=CC21)N2CCN(CC2)CC[C@@H]2CC[C@H](CC2)N (trans-4-{2-[4-(2,3-dihydrofuro[3,2-c]pyridin-4-yl)-piperazin-1-yl]-ethyl}-cyclohexanamine trihydrochloride), CC(CCC(=O)O)C (4-methyl-pentanoic acid). Product: O1CCC=2C(=NC=CC21)N2CCN(CC2)CC[C@@H]2CC[C@H](CC2)NC(CCC(C)C)=O (4-Methyl-pentanoic acid trans-(4-{2-[4-(2,3-dihydro-furo[3,2-c]pyridin-4-yl)-piperazin-1-yl]-ethyl}-cyclohexyl)-amide). Reaction SMILES: Cl.Cl.Cl.[O:4]1[C:12]2[CH:11]=[CH:10][N:9]=[C:8]([N:13]3[CH2:18][CH2:17][N:16]([CH2:19][CH2:20][C@H:21]4[CH2:26][CH2:25][C@H:24]([NH2:27])[CH2:23][CH2:22]4)[CH2:15][CH2:14]3)[C:7]=2[CH2:6][CH2:5]1.[CH3:28][CH:29]([CH3:35])[CH2:30][CH2:31][C:32](O)=[O:33]>>[O:4]1[C:12]2[CH:11]=[CH:10][N:9]=[C:8]([N:13]3[CH2:18][CH2:17][N:16]([CH2:19][CH2:20][C@H:21]4[CH2:26][CH2:25][C@H:24]([NH:27][C:32](=[O:33])[CH2:31][CH2:30][CH:29]([CH3:35])[CH3:28])[CH2:23][CH2:22]4)[CH2:15][CH2:14]3)[C:7]=2[CH2:6][CH2:5]1 |f:0.1.2.3|. Reported procedure: The title compound, white solid (72 mg, 84%), MS (ISP) m/z=429.5 [(M+H)+], mp 182.5° C., was prepared in accordance with the general method of example 32 from trans-4-{2-[4-(2,3-dihydrofuro[3,2-c]pyridin-4-yl)-piperazin-1-yl]-ethyl}-cyclohexanamine trihydrochloride (intermediate C) (88 mg, 0.2 mmol) and 4-methyl-pentanoic acid. Starting materials: [Li]CCCC, CCCCCC, Cn1ccnc1, [Cl-], Nc1ccc(Cl)cc1C(=O)O, [NH4+]. Product: Cn1ccnc1C(=O)c1cc(Cl)ccc1N. RXN SMILES: [CH3:1][CH2:2][CH2:3][CH2:4][Li:5].[CH3:25][CH2:26][CH2:27][CH2:28][CH2:29][CH3:30].[CH3:6][n:7]1[cH:8][n:9][cH:10][cH:11]1.[Cl-:23].[NH2:12][c:13]1[c:14]([C:15](=[O:16])[OH:17])[cH:18][c:19]([Cl:22])[cH:20][cH:21]1.[NH4+:24]>>[CH3:6][n:7]1[c:8]([C:15]([c:14]2[c:13]([NH2:12])[cH:21][cH:20][c:19]([Cl:22])[cH:18]2)=[O:16])[n:9][cH:10][cH:11]1. Starting materials: CCCCCCCCN(C(=O)NC1CCCCC1)c1ccc2nc(CCCC)n(Cc3ccc(-c4ccccc4C(=O)OCC)cc3)c2c1, [Na+], [OH-]. Yields the product CCCCCCCCN(C(=O)NC1CCCCC1)c1ccc2nc(CCCC)n(Cc3ccc(-c4ccccc4C(=O)O)cc3)c2c1. RXN SMILES: [CH2:1]([CH2:2][CH2:3][CH3:4])[c:5]1[n:6][c:7]2[c:8]([n:9]1[CH2:10][c:11]1[cH:12][cH:13][c:14](-[c:17]3[c:18]([C:23](=[O:24])[O:25][CH2:26][CH3:27])[cH:19][cH:20][cH:21][cH:22]3)[cH:15][cH:16]1)[cH:28][c:29]([N:32]([C:33](=[O:34])[NH:35][CH:36]1[CH2:37][CH2:38][CH2:39][CH2:40][CH2:41]1)[CH2:42][CH2:43][CH2:44][CH2:45][CH2:46][CH2:47][CH2:48][CH3:49])[cH:30][cH:31]2.[Na+:51].[OH-:50]>>[CH2:1]([CH2:2][CH2:3][CH3:4])[c:5]1[n:6][c:7]2[c:8]([n:9]1[CH2:10][c:11]1[cH:12][cH:13][c:14](-[c:17]3[c:18]([C:23](=[O:24])[OH:25])[cH:19][cH:20][cH:21][cH:22]3)[cH:15][cH:16]1)[cH:28][c:29]([N:32]([C:33](=[O:34])[NH:35][CH:36]1[CH2:37][CH2:38][CH2:39][CH2:40][CH2:41]1)[CH2:42][CH2:43][CH2:44][CH2:45][CH2:46][CH2:47][CH2:48][CH3:49])[cH:30][cH:31]2. Reactants: CC(C)(O)CNc1ccc(S(=O)(=O)Oc2ccc3nc(NC(=O)CCC4CCN(C(=O)OC(C)(C)C)CC4)sc3c2)cc1, Cl, C1COCCO1. Yields the product Cl, CC(C)(O)CNc1ccc(S(=O)(=O)Oc2ccc3nc(NC(=O)CCC4CCNCC4)sc3c2)cc1. Reaction SMILES: [C:1]([O:2][C:3](=[O:4])[N:8]1[CH2:9][CH2:10][CH:11]([CH2:14][CH2:15][C:16]([NH:17][c:18]2[s:19][c:20]3[c:21]([n:22]2)[cH:23][cH:24][c:25]([O:27][S:28](=[O:29])(=[O:30])[c:31]2[cH:32][cH:33][c:34]([NH:37][CH2:38][C:39]([CH3:40])([CH3:41])[OH:42])[cH:35][cH:36]2)[cH:26]3)=[O:43])[CH2:12][CH2:13]1)([CH3:5])([CH3:6])[CH3:7].[ClH:44].[O:45]1[CH2:46][CH2:47][O:48][CH2:49][CH2:50]1>>[ClH:44].[NH:8]1[CH2:9][CH2:10][CH:11]([CH2:14][CH2:15][C:16]([NH:17][c:18]2[s:19][c:20]3[c:21]([n:22]2)[cH:23][cH:24][c:25]([O:27][S:28](=[O:29])(=[O:30])[c:31]2[cH:32][cH:33][c:34]([NH:37][CH2:38][C:39]([CH3:40])([CH3:41])[OH:42])[cH:35][cH:36]2)[cH:26]3)=[O:43])[CH2:12][CH2:13]1. RXN SMILES: [N+:1]([C:4]([N+:13]([O-:15])=[O:14])([N+:10]([O-:12])=[O:11])[CH2:5][CH2:6][C:7](Cl)=[O:8])([O-:3])=[O:2].[F:16][C:17]([F:23])([F:22])[C:18]([NH:20][NH2:21])=[O:19].N1C=CC=CC=1.Cl>C(OCC)C>[N+:1]([C:4]([N+:13]([O-:15])=[O:14])([N+:10]([O-:12])=[O:11])[CH2:5][CH2:6][C:7]([NH:21][NH:20][C:18](=[O:19])[C:17]([F:23])([F:22])[F:16])=[O:8])([O-:3])=[O:2]. Starting materials: Cl (hydrochloric acid), [N+](=O)([O-])C(CCC(=O)Cl)([N+](=O)[O-])[N+](=O)[O-] (4,4,4-trinitrobutyryl chloride), N1=CC=CC=C1 (Pyridine), FC(C(=O)NN)(F)F (N-(trifluoroacetyl)hydrazine). Reported procedure: To 1.65 g (0.007 mole) of 4,4,4-trinitrobutyryl chloride in 15 mL of anhydrous diethyl ether stirred in a water bath at 15° C. was added 0.9 g (0.007 mole) of N-(trifluoroacetyl)hydrazine. Pyridine (0.6 mL, 0.007 mole) was added dropwise. After 3 minutes, dilute hydrochloric acid was added and the ether layer was separated and dried (Na2SO4). The volatiles were removed and the residue was stirred with water and then with CH2Cl2 to give the product N-(4,4,4-trinitrobutyryl)-N'-(trifluoroacetyl)hy... Run in C(C)OCC (diethyl ether). Run at time 3 minute. The product is [N+](=O)([O-])C(CCC(=O)NNC(C(F)(F)F)=O)([N+](=O)[O-])[N+](=O)[O-] (N-(4,4,4-trinitrobutyryl)-N'-(trifluoroacetyl)hydrazine).